From a dataset of the Open Reaction Database (ORD), a public repository of structured organic reaction records. describe an organic reaction: reactants, conditions, products, and yield Reactants: N1=CC=CC=C1 (pyridine), N1CCC(CC1)C1=NC(=NO1)C1=CC=NC=C1 (4-(5-Piperidin-4-yl-[1,2,4]oxadiazol-3-yl)pyridine), CC(CC(=O)Cl)(C)C (3,3-dimethylbutanoyl chloride). The solvent is C(Cl)Cl (CH2Cl2). Conditions: time 18 hour. Product: CC(CC(=O)N1CCC(CC1)C1=NC(=NO1)C1=CC=NC=C1)(C)C (3,3-Dimethyl-1-[4-(3-pyridin-4-yl-[1,2,4]oxadiazol-5-yl)piperidin-1-yl]butan-1-one). As a reaction SMILES: N1C=CC=CC=1.[NH:7]1[CH2:12][CH2:11][CH:10]([C:13]2[O:17][N:16]=[C:15]([C:18]3[CH:23]=[CH:22][N:21]=[CH:20][CH:19]=3)[N:14]=2)[CH2:9][CH2:8]1.[CH3:24][C:25]([CH3:31])([CH3:30])[CH2:26][C:27](Cl)=[O:28]>C(Cl)Cl>[CH3:24][C:25]([CH3:31])([CH3:30])[CH2:26][C:27]([N:7]1[CH2:12][CH2:11][CH:10]([C:13]2[O:17][N:16]=[C:15]([C:18]3[CH:23]=[CH:22][N:21]=[CH:20][CH:19]=3)[N:14]=2)[CH2:9][CH2:8]1)=[O:28]. Reported procedure: A solution of pyridine (18 μl, 0.22 mmol) and 4-(5-piperidin-4-yl-[1,2,4]oxadiazol-3-yl)pyridine (Example 51, 50 mg, 022 mmol) in CH2Cl2 (4 ml) was treated with 3,3-dimethylbutanoyl chloride (58 mg, 0.43 mmol). The reaction was stirred at rt for 18 h then quenched with saturated aqueous NaHCO3 (1 ml). The organic phase was separated, evaporated and the residue purified by flash chromatography (IH-EtOAc, 1:1 to 0:1) to afford the title compound: RT=3.1 min, m/z (ES+)=329.3 [M+H]+.